This data is from the Open Reaction Database (ORD), a public repository of structured organic reaction records. The task is: describe an organic reaction: reactants, conditions, products, and yield Starting materials: compound, SC1=NN=CN1C (3-mercapto-4-methyl-1,2,4-triazole), ClC=1C2=C(N=CN1)C=CC(=N2)Cl (4,6-dichloro-pyrido[3,2-d]pyrimidine), NC=1SC=CN1 (2-aminothiazole). Yields the product CN1C(=NN=C1)SC=1C=CC=2N=CN=C(C2N1)NC=1SC=CN1 (6-(4-Methyl-4H-[1,2,4]triazol-3-ylsulfanyl)-pyrido-[3,2-d]pyrimidin-4-yl-thiazol-2-yl-amine). Reaction SMILES: Cl[C:2]1[C:3]2[N:11]=[C:10](Cl)[CH:9]=[CH:8][C:4]=2[N:5]=[CH:6][N:7]=1.[NH2:13][C:14]1[S:15][CH:16]=[CH:17][N:18]=1.[SH:19][C:20]1[N:24]([CH3:25])[CH:23]=[N:22][N:21]=1>>[CH3:25][N:24]1[CH:23]=[N:22][N:21]=[C:20]1[S:19][C:10]1[CH:9]=[CH:8][C:4]2[N:5]=[CH:6][N:7]=[C:2]([NH:13][C:14]3[S:15][CH:16]=[CH:17][N:18]=3)[C:3]=2[N:11]=1. Procedure: The compound of Example 33 was manufactured by the same method as in Example 31, by a similar method thereto or by a combination of such a method with a conventional method using 4,6-dichloro-pyrido[3,2-d]pyrimidine, 2-aminothiazole and 3-mercapto-4-methyl-1,2,4-triazole. Starting materials: CCOC(=O)CBr, OCC1CSC(c2cc3cc(F)cc(NC4CCCC4)c3[nH]2)=N1, Cl, [H-], [Na+], C1CCOC1. Yields the product CCOC(=O)COCC1CSC(c2cc3cc(F)cc(NC4CCCC4)c3[nH]2)=N1. As a reaction SMILES: [CH2:24]([CH3:25])[O:26][C:27]([CH2:28][Br:29])=[O:30].[CH:1]1([NH:6][c:7]2[cH:8][c:9]([F:23])[cH:10][c:11]3[cH:12][c:13]([C:16]4=[N:20][CH:19]([CH2:21][OH:22])[CH2:18][S:17]4)[nH:14][c:15]23)[CH2:2][CH2:3][CH2:4][CH2:5]1.[ClH:33].[H-:31].[Na+:32].[O:34]1[CH2:35][CH2:36][CH2:37][CH2:38]1>>[CH:1]1([NH:6][c:7]2[cH:8][c:9]([F:23])[cH:10][c:11]3[cH:12][c:13]([C:16]4=[N:20][CH:19]([CH2:21][O:22][CH2:28][C:27]([O:26][CH2:24][CH3:25])=[O:30])[CH2:18][S:17]4)[nH:14][c:15]23)[CH2:2][CH2:3][CH2:4][CH2:5]1. The solvent is O (water). Starting materials: NC1=C(C(N(C(N1)=O)C)=O)N=O (6-amino-3-methyl-5-nitrosopyrimidine-2,4-dione), ice, [OH-].[Na+] (NaOH), C(C1=CC=CC=C1)=O (benzaldehyde). Product: NC1=C(C(N(C(N1)=O)C)=O)N=CC1=CC=CC=C1 (6-Amino-3-methyl-5-(phenylmethyleneamino)pyrimidine-2,4-dione). RXN SMILES: [NH2:1][C:2]1[NH:7][C:6](=[O:8])[N:5]([CH3:9])[C:4](=[O:10])[C:3]=1[N:11]=O.[OH-].[Na+].[CH:15](=O)[C:16]1[CH:21]=[CH:20][CH:19]=[CH:18][CH:17]=1>[Pd].O>[NH2:1][C:2]1[NH:7][C:6](=[O:8])[N:5]([CH3:9])[C:4](=[O:10])[C:3]=1[N:11]=[CH:15][C:16]1[CH:21]=[CH:20][CH:19]=[CH:18][CH:17]=1 |f:1.2|. The reagents and catalysts are [Pd] (palladium on carbon). Procedure details: 6-amino-3-methyl-5-nitrosopyrimidine-2,4-dione (37.5 g=0.22 mol) with 10% palladium on carbon (Pd/C) (1.9 g) and 25% NaOH (25 ml) in 0.75L water. Hydrogenate at 50 psi for 3 hr, filter through Celite, and dilute to 1.5L with water. Adjust to pH 4.5 with HOAc and add benzaldehyde (35 g=0.34 mol). Add 0.5 kg ice, collect the solid, wash with water, then acetonitrile, and dry to give the title compound as a yellow powder. Reaction conditions: time 3 hour.